Dataset: the Open Reaction Database (ORD), a public repository of structured organic reaction records. Task: describe an organic reaction: reactants, conditions, products, and yield Starting materials: C1(CC1)C(=O)[C@@H]1[C@]2(C)[C@@H](C[C@H]1C)[C@@H]1CCC3=CC(CCC3=C1[C@H](C2)C2=CC=C(C=C2)C=2C=NC=CC2)=O ((11β,16α,17β)-17-cyclopropylcarbonyl-16-methyl-11-[4-(3-pyridinyl)phenyl]estra-4,9-dien-3-one), Cl (hydrochloric acid), O (water). Run in C(C)#N (acetonitrile). Procedure details: To a solution of (11β,16α,17β)-17-cyclopropylcarbonyl-16-methyl-11-[4-(3-pyridinyl)phenyl]estra-4,9-dien-3-one (40 mg, 0.081 mmol) in acetonitrile (1 mL) were added 2 N hydrochloric acid (40 μL) and water (5 mL). Lyophilisation of this mixture gave 11β,16α,17β)-17-cyclopropylcarbonyl-16-methyl-11-[4-(3-pyridinyl)phenyl]estra-4,9-dien-3-one hydrochloride in quantitative yield (40 mg, 0.08 mmol). 1H NMR (400 MHz, CDCl3): δ 0.34 (s, 3H), 0.80-2.85 (m, 24H), 4.47 (d, J=7 Hz, 1H), 5.81 (s, 1H), 7.31-... Reaction SMILES: [CH:1]1([C:4]([C@H:6]2[C@H:11]([CH3:12])[CH2:10][C@H:9]3[C@H:13]4[C:22]([C@@H:23]([C:25]5[CH:30]=[CH:29][C:28]([C:31]6[CH:32]=[N:33][CH:34]=[CH:35][CH:36]=6)=[CH:27][CH:26]=5)[CH2:24][C@:7]23[CH3:8])=[C:21]2[C:16](=[CH:17][C:18](=[O:37])[CH2:19][CH2:20]2)[CH2:15][CH2:14]4)=[O:5])[CH2:3][CH2:2]1.[ClH:38].O>C(#N)C>[ClH:38].[CH:1]1([C:4]([CH:6]2[CH:11]([CH3:12])[CH2:10][C@H:9]3[C@H:13]4[C:22]([CH:23]([C:25]5[CH:26]=[CH:27][C:28]([C:31]6[CH:32]=[N:33][CH:34]=[CH:35][CH:36]=6)=[CH:29][CH:30]=5)[CH2:24][C@:7]23[CH3:8])=[C:21]2[C:16](=[CH:17][C:18](=[O:37])[CH2:19][CH2:20]2)[CH2:15][CH2:14]4)=[O:5])[CH2:3][CH2:2]1 |f:4.5|. Product: Cl.C1(CC1)C(=O)C1[C@]2(C)[C@@H](CC1C)[C@@H]1CCC3=CC(CCC3=C1C(C2)C2=CC=C(C=C2)C=2C=NC=CC2)=O (17-cyclopropylcarbonyl-16-methyl-11-[4-(3-pyridinyl)phenyl]estra-4,9-dien-3-one hydrochloride). The reactants are COC(=O)Cl, ClCCl, OCC1CC2c3ccccc3Oc3ccc(F)cc3C2N1, [Na+], O=C([O-])O. Product: COC(=O)N1C(CO)CC2c3ccccc3Oc3ccc(F)cc3C21. As a reaction SMILES: [CH3:27][O:28][C:29](=[O:30])[Cl:31].[Cl:32][CH2:33][Cl:34].[F:1][c:2]1[cH:3][c:4]2[c:5]([cH:20][cH:21]1)[O:6][c:7]1[c:8]([cH:16][cH:17][cH:18][cH:19]1)[CH:9]1[CH:10]2[NH:11][CH:12]([CH2:14][OH:15])[CH2:13]1.[Na+:26].[O-:22][C:23]([OH:24])=[O:25]>>[F:1][c:2]1[cH:3][c:4]2[c:5]([cH:20][cH:21]1)[O:6][c:7]1[c:8]([cH:16][cH:17][cH:18][cH:19]1)[CH:9]1[CH:10]2[N:11]([C:29]([O:28][CH3:27])=[O:30])[CH:12]([CH2:14][OH:15])[CH2:13]1. Starting materials: castor oil, [S-][S-].[Na+].[Na+] (sodium disulfide), ClC1=C(C=CC=C1)[N+](=O)[O-] (1-chloro-2-nitrobenzene), disulfide. Solvent: O (water). Conditions: temperature 60 celsius. The product is C1=CC=C(C(=C1)[N+](=O)[O-])SSC2=CC=CC=C2[N+](=O)[O-] (2,2'-dinitrodiphenyl disulfide), ClC1=C(C=CC=C1)[N+](=O)[O-] (1-chloro-2-nitrobenzene). As a reaction SMILES: [Cl:1][C:2]1[CH:7]=[CH:6][CH:5]=[CH:4][C:3]=1[N+:8]([O-:10])=[O:9].[S-:11][S-:12].[Na+].[Na+]>O>[CH:5]1[CH:4]=[C:3]([N+:8]([O-:10])=[O:9])[C:2]([S:11][S:12][C:2]2[C:3]([N+:8]([O-:10])=[O:9])=[CH:4][CH:5]=[CH:6][CH:7]=2)=[CH:7][CH:6]=1.[Cl:1][C:2]1[CH:7]=[CH:6][CH:5]=[CH:4][C:3]=1[N+:8]([O-:10])=[O:9] |f:1.2.3|. Procedure: 2500 parts of molten 1-chloro-2-nitrobenzene are charged to a stirred reactor and 150 parts of castor oil ethoxylate (about 15 moles of ethylene oxide per 1 mole of ricinoleic acid) and 1300 parts of water are added. The batch is heated to 60° C. and emulsified by efficient stirring. The freshly prepared sodium disulfide solution is then introduced beneath the surface of the emulsion. A total amount of 2520 parts of disulfide solution is added, the rate of addition being initially about 300 part... The reactants are CCCCC=CC1(c2cc(OC)cc(OC)c2)CCCC1, CCOC(C)=O. Product: CCCCCCC1(c2cc(OC)cc(OC)c2)CCCC1. As a reaction SMILES: [CH3:1][O:2][c:3]1[cH:4][c:5]([C:11]2([CH:16]=[CH:17][CH2:18][CH2:19][CH2:20][CH3:21])[CH2:12][CH2:13][CH2:14][CH2:15]2)[cH:6][c:7]([O:9][CH3:10])[cH:8]1.[CH3:22][CH2:23][O:24][C:25](=[O:26])[CH3:27]>>[CH3:1][O:2][c:3]1[cH:4][c:5]([C:11]2([CH2:16][CH2:17][CH2:18][CH2:19][CH2:20][CH3:21])[CH2:12][CH2:13][CH2:14][CH2:15]2)[cH:6][c:7]([O:9][CH3:10])[cH:8]1. Starting materials: Cl.Cl.ClC1=CN=C(C2=CC(=CC=C12)S(=O)(=O)N(CC(=O)O)CC=1C=NC=CC1)NC(=N)N (N-[(4-Chloro-1-guanidino-7-isoquinolinyl)sulphonyl]-N-(3-pyridylmethyl)glycine dihydrochloride), [H-].[Na+] (NaH), C(C)(C)(C)OC(CN(CC=1C=NC=CC1)S(=O)(=O)C1=CC=C2C(=CN=C(C2=C1)Cl)Cl)=O (N-[(1,4-dichloro-7-isoquinolinyl)sulphonyl]-N-(3-pyridylmethyl)glycine t-butyl ester). The solvent is COCCOC (DME), COCCOC (DME). Conditions: temperature 60 celsius. Product: C(C)(C)(C)OC(CN(CC=1C=NC=CC1)S(=O)(=O)C1=CC=C2C(=CN=C(C2=C1)NC(=N)N)Cl)=O (N-[(4-chloro-1-guanidino-7-isoquinolinyl)sulphonyl]-N-(3-pyridylmethyl)glycine t-butyl ester). As a reaction SMILES: Cl.Cl.[Cl:3][C:4]1[C:13]2[C:8](=[CH:9][C:10]([S:14]([N:17]([CH2:22][C:23]3[CH:24]=[N:25][CH:26]=[CH:27][CH:28]=3)[CH2:18][C:19]([OH:21])=[O:20])(=[O:16])=[O:15])=[CH:11][CH:12]=2)[C:7]([NH:29][C:30]([NH2:32])=[NH:31])=[N:6][CH:5]=1.[H-].[Na+].[C:35](OC(=O)CN(S(C1C=C2C(C(Cl)=CN=C2Cl)=CC=1)(=O)=O)CC1C=NC=CC=1)([CH3:38])([CH3:37])[CH3:36]>COCCOC>[C:35]([O:20][C:19](=[O:21])[CH2:18][N:17]([S:14]([C:10]1[CH:9]=[C:8]2[C:13]([C:4]([Cl:3])=[CH:5][N:6]=[C:7]2[NH:29][C:30]([NH2:32])=[NH:31])=[CH:12][CH:11]=1)(=[O:15])=[O:16])[CH2:22][C:23]1[CH:24]=[N:25][CH:26]=[CH:27][CH:28]=1)([CH3:38])([CH3:37])[CH3:36] |f:0.1.2,3.4|. Reported procedure: N-[(4-Chloro-1-guanidino-7-isoquinolinyl)sulphonyl]-N-(3-pyridylmethyl)glycine dihydrochloride ##STR26## Guanidine hydrochloride (317 mg, 3.32 mmol was added in one portion to a stirred suspension of NaH (62.3 mg, 80% dispersion by wt in mineral oil, 2.08 mmol) in DME (10 mL) and the mixture was heated at 60° C. under N2 for 30 min. A solution of N-[(1,4-dichloro-7-isoquinolinyl)sulphonyl]-N-(3-pyridylmethyl)glycine t-butyl ester (400 mg, 0.83 mmol) in DME (10 mL) was added and the mixture heate... Starting materials: C1CCOC1, CO, Cl, CC(C)C(CN1CCC(C)(c2cccc(O)c2)C(C)C1)NC(=O)C1Cc2ccc(O)cc2CN1. Yields the product CC(C)C(CN1CCC(C)(c2cccc(O)c2)C(C)C1)NCC1Cc2ccc(O)cc2CN1. As a reaction SMILES: [CH2:38]1[O:39][CH2:40][CH2:41][CH2:42]1.[CH3:35][OH:36].[ClH:37].[OH:1][c:2]1[cH:3][cH:4][c:5]2[c:10]([cH:11]1)[CH2:9][NH:8][CH:7]([C:12](=[O:13])[NH:14][CH:15]([CH:16]([CH3:17])[CH3:18])[CH2:19][N:20]1[CH2:21][CH:22]([CH3:34])[C:23]([CH3:26])([c:27]3[cH:28][c:29]([OH:33])[cH:30][cH:31][cH:32]3)[CH2:24][CH2:25]1)[CH2:6]2>>[OH:1][c:2]1[cH:3][cH:4][c:5]2[c:10]([cH:11]1)[CH2:9][NH:8][CH:7]([CH2:12][NH:14][CH:15]([CH:16]([CH3:17])[CH3:18])[CH2:19][N:20]1[CH2:21][CH:22]([CH3:34])[C:23]([CH3:26])([c:27]3[cH:28][c:29]([OH:33])[cH:30][cH:31][cH:32]3)[CH2:24][CH2:25]1)[CH2:6]2. Starting materials: C(C)OC(CC(CC(C1=CC=CC=C1)C1=CC=CC=C1)=O)=O (β-oxo-δ-phenyl-benzene pentanoic acid ethyl ester), xylenes, N12CCN(CC1)CC2 (1,4-diazabicyclo[2.2.2]octane). Run in Cl (HCl). Conditions: time 16 hour. Yields the product C1(=CC=CC=C1)C(CC(C)=O)C1=CC=CC=C1 (4,4-diphenylbutan-2-one). Yield: 69.2%. Reaction SMILES: C(OC(=O)[CH2:5][C:6](=[O:21])[CH2:7][CH:8]([C:15]1[CH:20]=[CH:19][CH:18]=[CH:17][CH:16]=1)[C:9]1[CH:14]=[CH:13][CH:12]=[CH:11][CH:10]=1)C.N12CCN(CC1)CC2>Cl>[C:15]1([CH:8]([C:9]2[CH:10]=[CH:11][CH:12]=[CH:13][CH:14]=2)[CH2:7][C:6](=[O:21])[CH3:5])[CH:16]=[CH:17][CH:18]=[CH:19][CH:20]=1. Procedure details: To a solution of β-oxo-δ-phenyl-benzene pentanoic acid ethyl ester (8.0 g, 0.026 mol) in 47.5 mL xylenes (15.0 eq), 1,4-diazabicyclo[2.2.2]octane (30.28 g, 0.269 mol, 10 eq) was added and the reaction mixture was first heated to reflux for 5 hours and then stirred at room temperature for 16 hours (D. H. Miles, et al, J. Org. Chem. 39, 2647 (1974)). The reaction mixture was then acidified (pH 1) with approximately 10 mL 5% HCl. This heterogeneous mixture was then filtered through Celite, thorough... Reactants: CC1=NC(=CC=C1)C (2,6-dimethylpyridine), Cl.FC=1C=CC=C2C=C(N=C(C12)N[C@@H]1CNCC1)C1=NNC(N1)=O ((S)-3-(8-fluoro-1-(pyrrolidin-3-ylamino)isoquinolin-3-yl)-1H-1,2,4-triazol-5(4H)-one hydrochloride), C(C=C)(=O)Cl (Acryloyl chloride), C(C=C)(=O)Cl (acryloyl chloride), CC1=NC(=CC=C1)C (2,6-dimethylpyridine). The solvent is C(Cl)Cl (DCM), C(Cl)Cl (DCM), C(Cl)Cl (DCM), C(Cl)Cl (DCM), C(Cl)Cl (DCM). Conditions: temperature -78 celsius, time 30 minute. Product: C(C=C)(=O)N1C[C@H](CC1)NC1=NC(=CC2=CC=CC(=C12)F)C1=NNC(N1)=O ((S)-3-(1-((1-acryloylpyrrolidin-3-yl)amino)-8-fluoroisoquinolin-3-yl)-1H-1,2,4-triazol-5 (4H)-one). The yield is 15.5%. RXN SMILES: Cl.[F:2][C:3]1[CH:4]=[CH:5][CH:6]=[C:7]2[C:12]=1[C:11]([NH:13][C@H:14]1[CH2:18][CH2:17][NH:16][CH2:15]1)=[N:10][C:9]([C:19]1[NH:23][C:22](=[O:24])[NH:21][N:20]=1)=[CH:8]2.CC1C=CC=C(C)N=1.[C:33](Cl)(=[O:36])[CH:34]=[CH2:35]>C(Cl)Cl>[C:33]([N:16]1[CH2:17][CH2:18][C@H:14]([NH:13][C:11]2[C:12]3[C:7](=[CH:6][CH:5]=[CH:4][C:3]=3[F:2])[CH:8]=[C:9]([C:19]3[NH:23][C:22](=[O:24])[NH:21][N:20]=3)[N:10]=2)[CH2:15]1)(=[O:36])[CH:34]=[CH2:35] |f:0.1|. Reported procedure: To a mixture of (S)-3-(8-fluoro-1-(pyrrolidin-3-ylamino)isoquinolin-3-yl)-1H-1,2,4-triazol-5(4H)-one hydrochloride (250 mg, 0.71 mmol) in DCM (15 mL) was added a solution of 2,6-dimethylpyridine (192 mg, 1.8 mmol) in DCM (1 mL). Acryloyl chloride (135 mg, 1.5 mmol) in DCM (1.35 mL) was added dropwise via syringe at −78° C. The reaction mixture was stirred at −78° C. for 30 minutes. Additional 2,6-dimethylpyridine (32 mg, 0.3 mmol) in DCM (0.32 mL) was added followed by acryloyl chloride (45 mg, ... Reactants: ClC1=NC(=CC(=C1)Cl)Cl (2,4,6-Trichloropyridine), CN (Methylamine). Solvent: C(C)O (ethanol), C(C)O (ethanol). Run at temperature 22.5 celsius, time 14 hour. The product is ClC1=NC(=CC(=C1)NC)Cl (2,6-Dichloro-4-methylamino-pyridine). Reaction SMILES: [Cl:1][C:2]1[CH:7]=[C:6](Cl)[CH:5]=[C:4]([Cl:9])[N:3]=1.[CH3:10][NH2:11]>C(O)C>[Cl:1][C:2]1[CH:7]=[C:6]([NH:11][CH3:10])[CH:5]=[C:4]([Cl:9])[N:3]=1. Procedure: 2,4,6-Trichloropyridine (1800 g, 9.89 mol) was dissolved in ethanol (1800 mL). Methylamine 40% solution in ethanol (6.3 L) was added over 1 h and 40 min maintaining the reaction temperature between 20-25° C. The reaction was stirred for 14 hours at room temperature and concentrated. The product was filtered, washed with methyl t-butyl ether (1,500 ml) and dried to yield A1.6 (1200 g, 68%) Starting materials: C(C1=CC=CC=C1)OC1=CC(NC=C1)=O (4-benzyloxy-1H-pyridin-2-one), ICCC1=CC=C(C=C1)CO ([4-(2-Iodo-ethyl)-phenyl]-methanol), C([O-])([O-])=O.[Cs+].[Cs+] (cesium carbonate). Run in CN(C)C=O (DMF). Reaction conditions: time 8 hour. The product is C(C1=CC=CC=C1)OC1=CC(N(C=C1)CCC1=CC=C(C=C1)CO)=O (4-Benzyloxy-1-[2-(4-hydroxymethyl-phenyl)-ethyl]-1H-pyridin-2-one). As a reaction SMILES: [CH2:1]([O:8][C:9]1[CH:14]=[CH:13][NH:12][C:11](=[O:15])[CH:10]=1)[C:2]1[CH:7]=[CH:6][CH:5]=[CH:4][CH:3]=1.I[CH2:17][CH2:18][C:19]1[CH:24]=[CH:23][C:22]([CH2:25][OH:26])=[CH:21][CH:20]=1.C(=O)([O-])[O-].[Cs+].[Cs+]>CN(C=O)C>[CH2:1]([O:8][C:9]1[CH:14]=[CH:13][N:12]([CH2:17][CH2:18][C:19]2[CH:24]=[CH:23][C:22]([CH2:25][OH:26])=[CH:21][CH:20]=2)[C:11](=[O:15])[CH:10]=1)[C:2]1[CH:3]=[CH:4][CH:5]=[CH:6][CH:7]=1 |f:2.3.4|. Procedure details: A mixture of 13.0 g (64.6 mmol) 4-benzyloxy-1H-pyridin-2-one, 23.7 g (90.4 mmol) [4-(2-iodoethyl)-phenyl]-methanol (preparation 1b) and 63.1 g (194 mmol) cesium carbonate in 55 mL of DMF is stirred overnight at RT. The reaction mixture is heated to 70° C., filtered through a pad of celite which is washed with hot DMF. The solvent is removed almost completely. After cooling to RT, MeOH is added, the precipitate is filtered, washed with EtOAc and water and is dried in vacuo at 40° C. (fraction A)....